Dataset: the Open Reaction Database (ORD), a public repository of structured organic reaction records. Task: describe an organic reaction: reactants, conditions, products, and yield Procedure: A procedure analogous to that set forth for Compound 202 was followed, with the exception that (1R,2S)-5′-(4-chlorophenyl)-2,6′,7′-trimethylspiro[cyclopropane-1,3′-thieno[2,3-e][1,4]diazepin]-2′(1′H)-one (Compound 218) was used as starting material. LRMS (M+H)+: 383 m/z. 1H NMR (400 MHz, DMSO-d6) δ 7.50 (s, 4H), 2.56-2.62 (m, 3H), 2.39 (s, 3H), 1.94-2.05 (m, 1H), 1.58 (s, 3H), 1.39 (d, J=6.18 Hz, 1H), 1.10 (s, 1H), 0.79 (d, J=5.49 Hz, 3H). RXN SMILES: [Cl:1][C:2]1[CH:7]=[CH:6][C:5]([C:8]2[C:14]3[C:15]([CH3:19])=[C:16]([CH3:18])[S:17][C:13]=3[N:12]3[C:20]([CH3:23])=[N:21][N:22]=[C:11]3[C@@:10]3([CH2:25][C@H:24]3[CH2:26]OC)[N:9]=2)=[CH:4][CH:3]=1.ClC1C=CC(C2C3C(C)=C(C)SC=3NC(=O)[C@]3(C[C@@H]3C)N=2)=CC=1>>[Cl:1][C:2]1[CH:3]=[CH:4][C:5]([C:8]2[C:14]3[C:15]([CH3:19])=[C:16]([CH3:18])[S:17][C:13]=3[N:12]3[C:20]([CH3:23])=[N:21][N:22]=[C:11]3[C@:10]3([CH2:25][C@@H:24]3[CH3:26])[N:9]=2)=[CH:6][CH:7]=1. Reactants: ClC1=CC=C(C=C1)C1=N[C@]2(C=3N(C4=C1C(=C(S4)C)C)C(=NN3)C)[C@@H](C2)COC ((1S,2R)-4′-(4-chlorophenyl)-2-(methoxymethyl)-2′,3′,9′-trimethylspiro[cyclopropane-1,6′-thieno[3,2-f][1,2,4]triazolo[4,3-a][1,4]diazepine]), ClC1=CC=C(C=C1)C=1C2=C(NC([C@]3(N1)[C@H](C3)C)=O)SC(=C2C)C ((1R,2S)-5′-(4-chlorophenyl)-2,6′,7′-trimethylspiro[cyclopropane-1,3′-thieno[2,3-e][1,4]diazepin]-2′(1′H)-one), ClC1=CC=C(C=C1)C=1C2=C(NC([C@]3(N1)[C@H](C3)C)=O)SC(=C2C)C ((1R,2S)-5′-(4-chlorophenyl)-2,6′,7′-trimethylspiro[cyclopropane-1,3′-thieno[2,3-e][1,4]diazepin]-2′(1′H)-one). Yields the product ClC1=CC=C(C=C1)C1=N[C@@]2(C=3N(C4=C1C(=C(S4)C)C)C(=NN3)C)[C@H](C2)C ((1R,2S)-4′-(4-chlorophenyl)-2,2′,3′,9′-tetramethylspiro-[cyclopropane-1,6′-thieno[3,2-f][1,2,4]triazolo[4,3-a][1,4]diazepine]).